From a dataset of the Open Reaction Database (ORD), a public repository of structured organic reaction records. describe an organic reaction: reactants, conditions, products, and yield The reactants are CC(C)(C)OC(NCCC(C=1SC=CN1)=O)=O ([3-oxo-3-(2-thiazolyl)propyl]carbamic acid 1,1-dimethylethyl ester), CO (Methanol), (S)-3-methyl-CBS-oxazaborolidine, B.O1CCCC1 (borane tetrahydrofuran), C(C)(=O)OCC (ethyl acetate). Solvent: O1CCCC1 (tetrahydrofuran), O1CCCC1 (tetrahydrofuran), CCCC(C)C (isohexane). Reaction conditions: temperature -10 celsius, time 15 minute. The product is CC(C)(C)OC(NCC[C@H](C=1SC=CN1)O)=O ([(3R)-3-Hydroxy-3-(2-thiazolyl)propyl]carbamic acid 1,1-dimethylethyl ester). Isolated yield 67.5%. As a reaction SMILES: B.O1CCCC1.[CH3:7][C:8]([O:11][C:12](=[O:23])[NH:13][CH2:14][CH2:15][C:16](=[O:22])[C:17]1[S:18][CH:19]=[CH:20][N:21]=1)([CH3:10])[CH3:9].CO.C(OCC)(=O)C>O1CCCC1.CCCC(C)C>[CH3:10][C:8]([O:11][C:12](=[O:23])[NH:13][CH2:14][CH2:15][C@@H:16]([OH:22])[C:17]1[S:18][CH:19]=[CH:20][N:21]=1)([CH3:7])[CH3:9] |f:0.1|. Procedure: To a solution of (S)-3-methyl-CBS-oxazaborolidine (1M solution in toluene, 0.43 ml) in dry tetrahydrofuran (30 ml) at −10° C. under nitrogen, was added borane-tetrahydrofuran complex (1M in tetrahydrofuran, 2.58 ml) and stirred at −10° C. for 15 minutes. A solution of [3-oxo-3-(2-thiazolyl)propyl]carbamic acid 1,1-dimethylethyl ester (1.1 g, 4.3 mmol) in dry tetrahydrofuran (20 ml) was added dropwise over 45 minutes and the resulting mixture was allowed to warm up to room temperature over 16 h. ... The reactants are O=C(Cl)c1ccccc1, ClC(Cl)Cl, CC(C)C(NC(=O)C(N)Cc1ccccc1)C(=O)NC(Cc1c[nH]c2ccccc12)C(=O)O, [Na+], [Na+], O=C([O-])[O-], O. The product is CC(C)C(NC(=O)C(Cc1ccccc1)NC(=O)c1ccccc1)C(=O)NC(Cc1c[nH]c2ccccc12)C(=O)O. As a reaction SMILES: [C:44]([c:45]1[cH:46][cH:47][cH:48][cH:49][cH:50]1)(=[O:51])[Cl:52].[CH:1]([Cl:2])([Cl:3])[Cl:4].[NH2:5][CH:6]([CH2:7][c:8]1[cH:9][cH:10][cH:11][cH:12][cH:13]1)[C:14](=[O:15])[NH:16][CH:17]([CH:18]([CH3:19])[CH3:20])[C:21](=[O:22])[NH:23][CH:24]([CH2:25][c:26]1[cH:27][nH:28][c:29]2[cH:30][cH:31][cH:32][cH:33][c:34]12)[C:35](=[O:36])[OH:37].[Na+:38].[Na+:39].[O-:40][C:41](=[O:42])[O-:43].[OH2:53]>>[NH:5]([CH:6]([CH2:7][c:8]1[cH:9][cH:10][cH:11][cH:12][cH:13]1)[C:14](=[O:15])[NH:16][CH:17]([CH:18]([CH3:19])[CH3:20])[C:21](=[O:22])[NH:23][CH:24]([CH2:25][c:26]1[cH:27][nH:28][c:29]2[cH:30][cH:31][cH:32][cH:33][c:34]12)[C:35](=[O:36])[OH:37])[C:44]([c:45]1[cH:46][cH:47][cH:48][cH:49][cH:50]1)=[O:51]. Yield: 54.0%. As a reaction SMILES: [C:1]1([CH2:7][CH2:8][CH2:9][CH2:10][N:11]2[C:19]3[C:14](=[CH:15][C:16]([C:20](O)=[O:21])=[CH:17][CH:18]=3)[C:13]([CH3:23])=[CH:12]2)[CH:6]=[CH:5][CH:4]=[CH:3][CH:2]=1.[NH2:24][C:25]1[C:34]2[O:33][C:32]([C:35]3[NH:39][N:38]=[N:37][N:36]=3)=[CH:31][C:30](=[O:40])[C:29]=2[CH:28]=[CH:27][CH:26]=1>>[O:40]=[C:30]1[C:29]2[CH:28]=[CH:27][CH:26]=[C:25]([NH:24][C:20]([C:16]3[CH:15]=[C:14]4[C:19](=[CH:18][CH:17]=3)[N:11]([CH2:10][CH2:9][CH2:8][CH2:7][C:1]3[CH:2]=[CH:3][CH:4]=[CH:5][CH:6]=3)[CH:12]=[C:13]4[CH3:23])=[O:21])[C:34]=2[O:33][C:32]([C:35]2[NH:39][N:38]=[N:37][N:36]=2)=[CH:31]1.[CH3:20][OH:21]. Yields the product O=C1C=C(OC2=C1C=CC=C2NC(=O)C=2C=C1C(=CN(C1=CC2)CCCCC2=CC=CC=C2)C)C2=NN=NN2 (N-[4-Oxo-2-(1H-5-tetrazolyl)-4H-1-benzopyran-8-yl]-1-(4-phenylbutyl)-3-methylindole-5-carboxamide), CO (methanol). Procedure details: Following the process described in example 1 (point K), starting from 1-(4-phenylbutyl)-3-methylindole-5-carboxylic acid and 8-amino-4-oxo-2-(5-1H-tetrazolyl)-4H-1-benzopyran, the title compound was prepared as a yellow solid with melting point 186°-187° C., which was purified by crystallization in methanol (54% yield). Starting materials: C1(=CC=CC=C1)CCCCN1C=C(C2=CC(=CC=C12)C(=O)O)C (1-(4-phenylbutyl)-3-methylindole-5-carboxylic acid), NC1=CC=CC=2C(C=C(OC21)C2=NN=NN2)=O (8-amino-4-oxo-2-(5-1H-tetrazolyl)-4H-1-benzopyran). The reactants are [N+](=O)([O-])C1=NNC=C1 (3-Nitro-1H-pyrazole), [H-].[Na+] (sodium hydride), oil, C(C)(C)(C)OC(CBr)=O (tert-butyl-bromoacetate). The solvent is CN(C=O)C (N,N-dimethylformamide). Yields the product C(C)(C)(C)OC(CN1N=C(C=C1)[N+](=O)[O-])=O ((3-nitro-pyrazol-1-yl)-acetic acid tert-butyl ester). Isolated yield 77.2%. RXN SMILES: [N+:1]([C:4]1[CH:8]=[CH:7][NH:6][N:5]=1)([O-:3])=[O:2].[H-].[Na+].[C:11]([O:15][C:16](=[O:19])[CH2:17]Br)([CH3:14])([CH3:13])[CH3:12]>CN(C)C=O>[C:11]([O:15][C:16](=[O:19])[CH2:17][N:6]1[CH:7]=[CH:8][C:4]([N+:1]([O-:3])=[O:2])=[N:5]1)([CH3:14])([CH3:13])[CH3:12] |f:1.2|. Procedure: To a solution of 3-Nitro-1H-pyrazole (1.00 g, 8.84 mmol) in anhydrous N,N-dimethylformamide (20 mL), a 60% dispersion of sodium hydride in mineral oil (390 mg, 9.73 mmol) was added while stirring under nitrogen. After the effervescence ceased and the mixture was stirred for additional 1 h, tert-butyl-bromoacetate (1.44 mL, 9.73 mmol) was added. The mixture was continued to stir under nitrogen for an additional 2 h. The solvent was removed in vacuo and purification by ISCO flash column chromatogr... Reactants: CN (methylamine), Cl.C(C)OC(=O)CC(OCC)=N (ethyl ethoxycarbonylacetimidate hydrochloride). Solvent: C(C)O (ethanol). Run at time 5 hour. The product is Cl.CNC(CC(=O)OCC)=N (Ethyl 3-methylamino-3-iminopropionate Hydrochloride). RXN SMILES: [CH3:1][NH2:2].[ClH:3].[CH2:4]([O:6][C:7]([CH2:9][C:10](=[NH:14])OCC)=[O:8])[CH3:5]>C(O)C>[ClH:3].[CH3:1][NH:2][C:10](=[NH:14])[CH2:9][C:7]([O:6][CH2:4][CH3:5])=[O:8] |f:1.2,4.5|. Procedure details: To a solution of 7.0 gm. (0.22 mole) of methylamine dissolved in 50 ml. of absolute ethanol at ice-bath temperature is added 41.4 gm. (0.207 mole) of ethyl ethoxycarbonylacetimidate hydrochloride. The reaction mixture is allowed to warm to room temperature and stirred for 5 hours. The solvent is removed and a mixture of acetone-ether is added to induce crystallization. 36.8 Gm. of crystalline product is collected as the hydrochloride salt. Reactants: COC(C1=CC=C(C=C1)C1=C(C=CC=C1)C=1N=NN(N1)C(C)(C1=CC=CC=C1)C)OC (4-dimethoxymethyl-2'-[2-(1-methyl-1-phenylethyl)-2H-tetrazol-5-yl]biphenyl), Cl (hydrochloric acid), O (water). Solvent: diethyl acetate, CO (methanol). Product: CC(C)(C1=CC=CC=C1)N1N=C(N=N1)C1=C(C=CC=C1)C1=CC=C(C=C1)C=O (2'-[2-(1-Methyl-1-phenylethyl)-2H-tetrazol-5-yl]biphenyl-4-carbaldehyde). The yield is 97.3%. As a reaction SMILES: C[O:2][CH:3](OC)[C:4]1[CH:9]=[CH:8][C:7]([C:10]2[CH:15]=[CH:14][CH:13]=[CH:12][C:11]=2[C:16]2[N:17]=[N:18][N:19]([C:21]([CH3:29])([C:23]3[CH:28]=[CH:27][CH:26]=[CH:25][CH:24]=3)[CH3:22])[N:20]=2)=[CH:6][CH:5]=1.Cl.O>CO>[CH3:29][C:21]([N:19]1[N:18]=[N:17][C:16]([C:11]2[CH:12]=[CH:13][CH:14]=[CH:15][C:10]=2[C:7]2[CH:6]=[CH:5][C:4]([CH:3]=[O:2])=[CH:9][CH:8]=2)=[N:20]1)([C:23]1[CH:24]=[CH:25][CH:26]=[CH:27][CH:28]=1)[CH3:22]. Procedure: A solution of 4-dimethoxymethyl-2'-[2-(1-methyl-1-phenylethyl)-2H-tetrazol-5-yl]biphenyl (2.9 g, 7.0 mmol) and 15 mL of 4M hydrochloric acid in 50 mL of methanol was stirred at room temperature for 18 hours. The mixture was diluted with 200 mL of diethyl acetate and poured into 300 mL of water. The ethyl acetate layer was washed 3 times with water, dried over magnesium sulfate and concentrated giving a white, waxy solid (2.51 g). A portion of the solid (1.53 g) was crystallized from diethyl ethe...